This data is from the Open Reaction Database (ORD), a public repository of structured organic reaction records. The task is: describe an organic reaction: reactants, conditions, products, and yield Reactants: 2-anilinonicotinic acid, methylester, [H-].[Na+] (sodium hydride), C(C)OC(CN1CCCC1)=O (ethyl-1-pyrrolidineacetate), C=1(C(=CC=CC1)C)C (xylene), [H-].[Na+] (NaH), CN(C=O)C (N,N-dimethylformamide), C(C)OC(CN1CCCC1)=O (ethyl-1-pyrrolidineacetate). The solvent is xylenes. Reaction conditions: temperature 0 celsius. Yields the product OC1=C(C(N(C2=NC=CC=C12)C1=CC=CC=C1)=O)N1CCCC1 (4-HYDROXY-1-PHENYL-3-(1-PYRROLIDINYL)-1,8-NAPHTHYRIDIN-2-(1H)-ONE). Yield: 60.0%. RXN SMILES: [H-].[Na+].[CH3:3][N:4]([CH3:7])[CH:5]=[O:6].C(O[C:11](=[O:18])[CH2:12][N:13]1[CH2:17][CH2:16][CH2:15][CH2:14]1)C.C1(C)[C:20](C)=[CH:21][CH:22]=[CH:23][CH:24]=1>>[OH:18][C:11]1[C:17]2[C:3](=[N:13][CH:14]=[CH:15][CH:16]=2)[N:4]([C:7]2[CH:20]=[CH:21][CH:22]=[CH:23][CH:24]=2)[C:5](=[O:6])[C:12]=1[N:13]1[CH2:14][CH2:15][CH2:16][CH2:17]1 |f:0.1|. Procedure: To a solution of 1.5 g (6.5 mM) 2-anilinonicotinic acid, methylester, in dry xylenes at room temperature is added 0.69 g (14.54 M) of sodium hydride (NaH) (50 percent (%) oil emulsion) followed by addition of a small amount of N,N-dimethylformamide (DMF). The reaction mixture is heated to a temperature ranging between 85-95 degrees Centigrade (°C.) and 1.05 milliliters (mL) (6.5 mM) of ethyl-1-pyrrolidineacetate in xylene is slowly added over a period of 10 minutes. The reaction mixture is heate... Starting materials: COC(OC)N(C)C, Cc1cc(Oc2ccccc2)ccc1[N+](=O)[O-], CN(C)C=O, O. Product: O=Cc1cc(Oc2ccccc2)ccc1[N+](=O)[O-]. RXN SMILES: [CH3:18][O:19][CH:20]([O:21][CH3:22])[N:23]([CH3:24])[CH3:25].[N+:1](=[O:2])([O-:3])[c:4]1[c:5]([CH3:17])[cH:6][c:7]([O:10][c:11]2[cH:12][cH:13][cH:14][cH:15][cH:16]2)[cH:8][cH:9]1.[O:26]=[CH:27][N:28]([CH3:29])[CH3:30].[OH2:31]>>[N+:1](=[O:2])([O-:3])[c:4]1[c:5]([CH:17]=[O:19])[cH:6][c:7]([O:10][c:11]2[cH:12][cH:13][cH:14][cH:15][cH:16]2)[cH:8][cH:9]1. As a reaction SMILES: [CH3:20][C:21](=[O:22])[O:23][C:24](=[O:25])[CH3:26].[ClH:27].[OH2:28].[c:1]1([CH2:7][C:8](=[O:9])[CH:10]2[C:11](=[O:19])[NH:12][c:13]3[cH:14][cH:15][cH:16][cH:17][c:18]32)[cH:2][cH:3][cH:4][cH:5][cH:6]1>>[c:1]1([CH2:7][C:8](=[O:9])[CH:10]2[C:11](=[O:19])[N:12]([C:21]([CH3:20])=[O:22])[c:13]3[cH:14][cH:15][cH:16][cH:17][c:18]32)[cH:2][cH:3][cH:4][cH:5][cH:6]1. Product: CC(=O)N1C(=O)C(C(=O)Cc2ccccc2)c2ccccc21. Reactants: CC(=O)OC(C)=O, Cl, O, O=C(Cc1ccccc1)C1C(=O)Nc2ccccc21. The reactants are [H-].[Na+] (sodium hydride), [Cl-].[NH4+] (ammonium chloride), FC1=C(C=CC=C1)N1N=C(C(C1=O)=NN)C1=C(C=CC=C1)F (1,3-Bis(2-fluorophenyl)-1H-pyrazole-4,5-dione-4-hydrazone), IC1=CC=C(CBr)C=C1 (4-iodobenzylbromide). The solvent is CN(C=O)C (N,N-dimethylformamide), O (water). Conditions: temperature 0 celsius, time 1.5 hour. The product is IC1=CC=C(C=C1)CNN=C1C(=NN(C1=O)C1=C(C=CC=C1)F)C1=C(C=CC=C1)F (1,3-bis(2-fluorophenyl)-1H-pyrazole-4,5-dione 4-{[(4-iodophenyl)methyl]hydrazone}). Reaction SMILES: [F:1][C:2]1[CH:7]=[CH:6][CH:5]=[CH:4][C:3]=1[N:8]1[C:12](=[O:13])[C:11](=[N:14][NH2:15])[C:10]([C:16]2[CH:21]=[CH:20][CH:19]=[CH:18][C:17]=2[F:22])=[N:9]1.[I:23][C:24]1[CH:31]=[CH:30][C:27]([CH2:28]Br)=[CH:26][CH:25]=1.[H-].[Na+].[Cl-].[NH4+]>CN(C)C=O.O>[I:23][C:24]1[CH:31]=[CH:30][C:27]([CH2:28][NH:15][N:14]=[C:11]2[C:12](=[O:13])[N:8]([C:3]3[CH:4]=[CH:5][CH:6]=[CH:7][C:2]=3[F:1])[N:9]=[C:10]2[C:16]2[CH:21]=[CH:20][CH:19]=[CH:18][C:17]=2[F:22])=[CH:26][CH:25]=1 |f:2.3,4.5|. Procedure details: 1,3-Bis(2-fluorophenyl)-1H-pyrazole-4,5-dione-4-hydrazone (57 mg, 0.19 mmol) and 4-iodobenzylbromide (56 mg, 0.19 mmol, 1.0 equiv) were dissolved in degassed N,N-dimethylformamide (3 mL), cooled to 0° C. and treated with sodium hydride (17 mg, 0.43 mmol, 2.2 equiv). After stirring at 0° C. for 1.5 hours, the mixture was treated with ammonium chloride (3 mL, aqueous saturated), poured into water (15 mL) and extracted with ethyl acetate (2×50 mL). The combined organic extracts were dried with sodi... Reaction SMILES: [CH:1]([CH:4]1[CH2:9][CH2:8][NH:7][CH2:6][CH2:5]1)([CH3:3])[CH3:2].[OH:10][C@@H:11]1[C@H:15]([OH:16])[C@@H:14]([CH2:17][O:18][CH3:19])[O:13][C@H:12]1[N:20]1[CH:28]=[N:27][C:26]2[C:21]1=[N:22][C:23]([CH2:44][C:45](O)=[O:46])=[N:24][C:25]=2[NH:29][CH2:30][CH:31]([C:38]1[CH:43]=[CH:42][CH:41]=[CH:40][CH:39]=1)[C:32]1[CH:37]=[CH:36][CH:35]=[CH:34][CH:33]=1.C1(N=C=NC2CCCCC2)CCCCC1.O.N1(O)C2C=CC=CC=2N=N1.C(N(C(C)C)C(C)C)C>ClCCl>[OH:10][C@@H:11]1[C@H:15]([OH:16])[C@@H:14]([CH2:17][O:18][CH3:19])[O:13][C@H:12]1[N:20]1[CH:28]=[N:27][C:26]2[C:21]1=[N:22][C:23]([CH2:44][C:45]([N:7]1[CH2:8][CH2:9][CH:4]([CH:1]([CH3:3])[CH3:2])[CH2:5][CH2:6]1)=[O:46])=[N:24][C:25]=2[NH:29][CH2:30][CH:31]([C:32]1[CH:37]=[CH:36][CH:35]=[CH:34][CH:33]=1)[C:38]1[CH:43]=[CH:42][CH:41]=[CH:40][CH:39]=1 |f:3.4|. Procedure: 4-Isopropylpiperidine (J. Am. Chem. Soc. 2592, 68, 1946) (105 mg, 0.64 mmol) was added to a stirred solution of 2-{9-[(2R,3R,4S,5R)-3,4-dihydroxy-5-(methoxymethyl)tetrahydro-2-furanyl]-6-[(2,2-diphenylethyl)amino]-9H-purin-2-yl}acetic acid (300 mg, 0.58 mmol) (preparation 51), N,N′-dicyclohexylcarbodiimide (150 mg, 0.64 mmol), 1H-1,2,3-benzotriazol-1-ol monohydrate (110 mg, 0.71 mmol) and N-ethyl-N-isopropyl-2-propanamine (190 mg, 1.47 mmol) in dichloromethane (15 ml). The reaction mixture was s... The solvent is ClCCl (dichloromethane). Reaction conditions: time 24 hour. Yields the product O[C@H]1[C@@H](O[C@@H]([C@H]1O)COC)N1C2=NC(=NC(=C2N=C1)NCC(C1=CC=CC=C1)C1=CC=CC=C1)CC(=O)N1CCC(CC1)C(C)C (2-{9-[(2R,3R,4S,5R)-3,4-Dihydroxy-5-(methoxymethyl)tetrahydro-2-furanyl]-6-[(2,2-diphenylethyl)amino]-9H-purin-2-yl}-(4-isopropyl-1-piperidinyl)-1-ethanone). The reactants are C(C)(C)C1CCNCC1 (4-Isopropylpiperidine), O[C@H]1[C@@H](O[C@@H]([C@H]1O)COC)N1C2=NC(=NC(=C2N=C1)NCC(C1=CC=CC=C1)C1=CC=CC=C1)CC(=O)O (2-{9-[(2R,3R,4S,5R)-3,4-dihydroxy-5-(methoxymethyl)tetrahydro-2-furanyl]-6-[(2,2-diphenylethyl)amino]-9H-purin-2-yl}acetic acid), C1(CCCCC1)N=C=NC1CCCCC1 (N,N′-dicyclohexylcarbodiimide), O.N1(N=NC2=C1C=CC=C2)O (1H-1,2,3-benzotriazol-1-ol monohydrate), C(C)N(C(C)C)C(C)C (N-ethyl-N-isopropyl-2-propanamine). The yield is 78.2%.